This data is from the Open Reaction Database (ORD), a public repository of structured organic reaction records. The task is: describe an organic reaction: reactants, conditions, products, and yield The reactants are CCN=C=NCCCN(C)C.Cl (EDCI hydrochloride), FC(OC=1C(=C(C=CC1)/C=C/C=1N=C2SC=CN2C1C(=O)O)OCC(C)(C)C)F (6-{(E)-2-[3-(Difluoromethoxy)-2-(2,2-dimethylpropoxy)phenyl]vinyl}imidazo[2,1-b][1,3]thiazole-5-carboxylic acid), FC1=CC2=C(N=C(S2)N)C=C1 (6-fluoro-1,3-benzothiazol-2-amine). The reagents and catalysts are CN(C)C=1C=CN=CC1 (DMAP). Solvent: C1CCOC1 (THF), CN(C)C=O (DMF). Product: FC(OC=1C(=C(C=CC1)/C=C/C=1N=C2SC=CN2C1C(=O)NC=1SC2=C(N1)C=CC(=C2)F)OCC(C)(C)C)F (6-{(E)-2-[3-(Difluoromethoxy)-2-(2,2-dimethylpropoxy)phenyl]vinyl}-N-(6-fluoro-1,3-benzothiazol-2-yl)imidazo[2,1-b][1,3]thiazole-5-carboxamide), product. RXN SMILES: [F:1][CH:2]([F:29])[O:3][C:4]1[C:5]([O:23][CH2:24][C:25]([CH3:28])([CH3:27])[CH3:26])=[C:6](/[CH:10]=[CH:11]/[C:12]2[N:13]=[C:14]3[N:18]([C:19]=2[C:20](O)=[O:21])[CH:17]=[CH:16][S:15]3)[CH:7]=[CH:8][CH:9]=1.[F:30][C:31]1[CH:40]=[CH:39][C:34]2[N:35]=[C:36]([NH2:38])[S:37][C:33]=2[CH:32]=1.CCN=C=NCCCN(C)C.Cl>CN(C1C=CN=CC=1)C.C1COCC1.CN(C=O)C>[F:1][CH:2]([F:29])[O:3][C:4]1[C:5]([O:23][CH2:24][C:25]([CH3:27])([CH3:26])[CH3:28])=[C:6](/[CH:10]=[CH:11]/[C:12]2[N:13]=[C:14]3[N:18]([C:19]=2[C:20]([NH:38][C:36]2[S:37][C:33]4[CH:32]=[C:31]([F:30])[CH:40]=[CH:39][C:34]=4[N:35]=2)=[O:21])[CH:17]=[CH:16][S:15]3)[CH:7]=[CH:8][CH:9]=1 |f:2.3|. Procedure: The title compound was prepared according to the general procedure (Method B) by coupling Intermediate 7A (100 mg, 0.236 mmol) with 6-fluoro-1,3-benzothiazol-2-amine (44 mg, 0.260 mmol) in the presence of EDCI hydrochloride (90 mg, 0.472 mmol), DMAP (27 mg, 0.236 mmol) in a mixture of THF and DMF (1:1, 4 mL) to give 15 mg of the product as an off-white solid; 1H NMR (300 MHz, DMSO-d6) δ 1.07 (s, 9H), 3.59 (s, 2H), 7.19 (t, J=74.7 Hz, 1H), 7.21-7.28 (m, 1H), 7.32-7.38 (m, 1H), 7.42-7.48 (m, 2H), ... Starting materials: CC1CC1C(=O)Nc1snc(-c2ccccc2)c1Br, [Li]CCCC, C1CCOC1, CI. The product is Cc1c(-c2ccccc2)nsc1NC(=O)C1CC1C. Reaction SMILES: [Br:1][c:2]1[c:3](-[c:14]2[cH:15][cH:16][cH:17][cH:18][cH:19]2)[n:4][s:5][c:6]1[NH:7][C:8](=[O:9])[CH:10]1[CH:11]([CH3:13])[CH2:12]1.[CH2:20]([Li:21])[CH2:22][CH2:23][CH3:24].[CH2:27]1[O:28][CH2:29][CH2:30][CH2:31]1.[CH3:25][I:26]>>[c:2]1([CH3:20])[c:3](-[c:14]2[cH:15][cH:16][cH:17][cH:18][cH:19]2)[n:4][s:5][c:6]1[NH:7][C:8](=[O:9])[CH:10]1[CH:11]([CH3:13])[CH2:12]1. Starting materials: C(C1=CC=CC=C1)N1C(C=C(C2=CC=CC=C12)O)=O (1-benzyl-4-hydroxy-2(1H)-quinolinone), N1C(C=CC2=CC=CC=C12)=O (2(1H)-quinolinone). Yields the product C(C1=CC=CC=C1)N1C(C(=C(C2=CC=CC=C12)O)C=O)=O (1-Benzyl-3-Formyl-4-Hydroxy-2(1H)-Quinolinone). Reaction SMILES: [CH2:1]([N:8]1[C:17]2[C:12](=[CH:13][CH:14]=[CH:15][CH:16]=2)[C:11]([OH:18])=[CH:10][C:9]1=[O:19])[C:2]1[CH:7]=[CH:6][CH:5]=[CH:4][CH:3]=1.N1C2C(=CC=CC=2)C=C[C:21]1=[O:30]>>[CH2:1]([N:8]1[C:17]2[C:12](=[CH:13][CH:14]=[CH:15][CH:16]=2)[C:11]([OH:18])=[C:10]([CH:21]=[O:30])[C:9]1=[O:19])[C:2]1[CH:3]=[CH:4][CH:5]=[CH:6][CH:7]=1. Procedure details: Following the Procedure set forth in Preparation B, 1-benzyl-4-hydroxy-2(1H)-quinolinone was converted to 1-benzyl-3-formyl-4-hydroxy-(2(1H)-quinolinone. That the expected product was obtained was confirmed by the spectral data: MS (FAB): m/e 370 (M·+ +1); NMR (DMSO): δ5.50 (s, 2H, CH2 --Ar), 10.18 (s, 1H, CHO) ppm. Reactants: CCCCCCCCc1ccc2nc(-c3ccc(C(=O)O)cc3)sc2c1, CCCCCCCCO, ClCCl, CN(C)c1ccncc1, C(=NC1CCCCC1)=NC1CCCCC1. Product: CCCCCCCCOC(=O)c1ccc(-c2nc3ccc(CCCCCCCC)cc3s2)cc1. As a reaction SMILES: [C:1](=[O:2])([OH:3])[c:4]1[cH:5][cH:6][c:7](-[c:10]2[s:11][c:12]3[c:13]([n:14]2)[cH:15][cH:16][c:17]([CH2:19][CH2:20][CH2:21][CH2:22][CH2:23][CH2:24][CH2:25][CH3:26])[cH:18]3)[cH:8][cH:9]1.[CH2:27]([CH2:28][CH2:29][CH2:30][CH2:31][CH2:32][CH2:33][CH3:34])[OH:35].[CH2:60]([Cl:61])[Cl:62].[CH3:51][N:52]([CH3:53])[c:54]1[cH:55][cH:56][n:57][cH:58][cH:59]1.[CH:36]1([N:37]=[C:38]=[N:39][CH:40]2[CH2:41][CH2:42][CH2:43][CH2:44][CH2:45]2)[CH2:46][CH2:47][CH2:48][CH2:49][CH2:50]1>>[C:1]([O:2][CH2:27][CH2:28][CH2:29][CH2:30][CH2:31][CH2:32][CH2:33][CH3:34])(=[O:3])[c:4]1[cH:5][cH:6][c:7](-[c:10]2[s:11][c:12]3[c:13]([n:14]2)[cH:15][cH:16][c:17]([CH2:19][CH2:20][CH2:21][CH2:22][CH2:23][CH2:24][CH2:25][CH3:26])[cH:18]3)[cH:8][cH:9]1.